This data is from the Open Reaction Database (ORD), a public repository of structured organic reaction records. The task is: describe an organic reaction: reactants, conditions, products, and yield Starting materials: C(C)(C)(C)OC(=O)N1CCC(CC1)CS(=O)(=O)/C=C/C1=CC2=CN=C3C=CC=C(S1)N32 ((E)-4-[2-[1-(tert-butoxycarbon-yl)piperidin-4-ylmethanesulfonyl]vinyl]-5-thia-1,8b-diazaacenaphthylene), Cl (hydrochloric acid). Run in C(C)O (ethanol). Conditions: time 10 minute. Yields the product Cl.Cl.N1CCC(CC1)CS(=O)(=O)/C=C/C1=CC2=CN=C3C=CC=C(S1)N32 ((E)-4-[2-(piperidin-4-ylmethanesulfonyl)vinyl]-5-thia-1,8b-diazaacenaphthylene dihydrochloride). As a reaction SMILES: C(OC([N:8]1[CH2:13][CH2:12][CH:11]([CH2:14][S:15](/[CH:18]=[CH:19]/[C:20]2[S:30][C:29]3[N:31]4[C:22](=[CH:23][N:24]=[C:25]4[CH:26]=[CH:27][CH:28]=3)[CH:21]=2)(=[O:17])=[O:16])[CH2:10][CH2:9]1)=O)(C)(C)C.[ClH:32]>C(O)C>[ClH:32].[ClH:32].[NH:8]1[CH2:13][CH2:12][CH:11]([CH2:14][S:15](/[CH:18]=[CH:19]/[C:20]2[S:30][C:29]3[N:31]4[C:22](=[CH:23][N:24]=[C:25]4[CH:26]=[CH:27][CH:28]=3)[CH:21]=2)(=[O:17])=[O:16])[CH2:10][CH2:9]1 |f:3.4.5|. Procedure: To the above crude (E)-4-[2-[1-(tert-butoxycarbon-yl)piperidin-4-ylmethanesulfonyl]vinyl]-5-thia-1,8b-diazaacenaphthylene was added 3 ml of concentrated hydrochloric acid, and the mixture was stirred at room temperature for 10 minutes. To this reaction mixture was added ethanol, and the resulting precipitate was recovered by filtration and rinsed serially with ethanol and diethyl ether to provide the title compound.